From a dataset of the Open Reaction Database (ORD), a public repository of structured organic reaction records. describe an organic reaction: reactants, conditions, products, and yield Starting materials: C1(=CC=CC=C1)C(N1C=NC(=C1)[Sn](CCCC)(CCCC)CCCC)(C1=CC=CC=C1)C1=CC=CC=C1 (1-triphenylmethyl-4-tributylstannylimidazole), BrC1=NC=C(C=C1)C12C=CCN(CC1)C2 (5-(2-bromopyrid-5-yl)-1-azabicyclo[3.2.1]oct-3-ene). Reagents/catalysts: Cl[Pd]([P](C1=CC=CC=C1)(C2=CC=CC=C2)C3=CC=CC=C3)([P](C4=CC=CC=C4)(C5=CC=CC=C5)C6=CC=CC=C6)Cl (bis(triphenylphosphine)dichloropalladium). Solvent: O1CCCC1 (tetrahydrofuran), C(Cl)(Cl)Cl (chloroform), C([O-])([O-])=O.[Na+].[Na+] (sodium carbonate). Run at temperature 85 celsius. Product: C1(=CC=CC=C1)C(N1C=NC(=C1)C1=NC=C(C=C1)C12C=CCN(CC1)C2)(C2=CC=CC=C2)C2=CC=CC=C2 (5-[2-(−1-triphenylmethylimidazol-4-yl)pyrid-5-yl]-1-azabicyclo[3.2.1]oct-3-ene). RXN SMILES: Br[C:2]1[CH:7]=[CH:6][C:5]([C:8]23[CH2:15][N:12]([CH2:13][CH2:14]2)[CH2:11][CH:10]=[CH:9]3)=[CH:4][N:3]=1.[C:16]1([C:22]([C:47]2[CH:52]=[CH:51][CH:50]=[CH:49][CH:48]=2)([C:41]2[CH:46]=[CH:45][CH:44]=[CH:43][CH:42]=2)[N:23]2[CH:27]=[C:26]([Sn](CCCC)(CCCC)CCCC)[N:25]=[CH:24]2)[CH:21]=[CH:20][CH:19]=[CH:18][CH:17]=1>O1CCCC1.C(Cl)(Cl)Cl.C(=O)([O-])[O-].[Na+].[Na+].Cl[Pd](Cl)([P](C1C=CC=CC=1)(C1C=CC=CC=1)C1C=CC=CC=1)[P](C1C=CC=CC=1)(C1C=CC=CC=1)C1C=CC=CC=1>[C:47]1([C:22]([C:16]2[CH:17]=[CH:18][CH:19]=[CH:20][CH:21]=2)([C:41]2[CH:42]=[CH:43][CH:44]=[CH:45][CH:46]=2)[N:23]2[CH:27]=[C:26]([C:2]3[CH:7]=[CH:6][C:5]([C:8]45[CH2:15][N:12]([CH2:13][CH2:14]4)[CH2:11][CH:10]=[CH:9]5)=[CH:4][N:3]=3)[N:25]=[CH:24]2)[CH:52]=[CH:51][CH:50]=[CH:49][CH:48]=1 |f:4.5.6,^1:70,89|. Reported procedure: 0.25 g (0.94 mmol) of 5-(2-bromopyrid-5-yl)-1-azabicyclo[3.2.1]oct-3-ene (WO 03/057 697) dissolved in 3 ml of tetrahydrofuran, 1.24 g (2.07 mmol) of 1-triphenylmethyl-4-tributylstannylimidazole and 0.06 g (0.08 mmol) of bis(triphenylphosphine)dichloropalladium are successively introduced into a 10 ml three-necked round-bottomed flask. The mixture is then heated at 85° C. for 15 hours and then diluted in 10 ml of chloroform and 10 ml of saturated aqueous sodium carbonate solution. Starting materials: NC1C(NC(CC1)=O)=O (3-aminopiperidine-2,6-dione), C(C1=CC=CC=C1)Br (benzyl bromide). The solvent is C(C)N(CC)CC (triethylamine). Product: C(C1=CC=CC=C1)NC1C(NC(CC1)=O)=O (3-benzylaminopiperidine-2,6-dione). Reaction SMILES: [NH2:1][CH:2]1[CH2:7][CH2:6][C:5](=[O:8])[NH:4][C:3]1=[O:9].[CH2:10](Br)[C:11]1[CH:16]=[CH:15][CH:14]=[CH:13][CH:12]=1>C(N(CC)CC)C>[CH2:10]([NH:1][CH:2]1[CH2:7][CH2:6][C:5](=[O:8])[NH:4][C:3]1=[O:9])[C:11]1[CH:16]=[CH:15][CH:14]=[CH:13][CH:12]=1. Procedure: A solution of 0.50 g 3-aminopiperidine-2,6-dione (K. Fickentscher, Arch. Pharm. 1974, 307, 840-844), 1.5 ml triethylamine and 0.4 ml benzyl bromide was stirred for 20 h at 20° C. It was then evaporated, the residue taken up in 50 ml aqueous potassium carbonate solution (10% K2CO3) and the solution extracted twice with 40 ml ethyl acetate each. The organic phases were washed with 50 ml each of distilled water and saturated sodium chloride solution, dried over sodium sulfate and evaporated in vacu...